Dataset: the Open Reaction Database (ORD), a public repository of structured organic reaction records. Task: describe an organic reaction: reactants, conditions, products, and yield The reactants are OC1CC(OC2=CC=C(C=C12)N1C(=NC(=C(C1=O)CC1=CC=C(C=C1)C=1C(=CC=CC1)C#N)CCC)C)(C)C (4′-{[1-(4-hydroxy-2,2-dimethyl-3,4-dihydro-2H-chromen-6-yl)-2-methyl-6-oxo-4-propyl-1,6-dihydropyrimidin-5-yl]methyl}biphenyl-2-carbonitrile), N1=C(C=CC=C1C)C (2,6-lutidine), FC(S(=O)(=O)O[Si](C(C)C)(C(C)C)C(C)C)(F)F (triisopropylsilyl trifluoromethanesulfonate). Solvent: C(C)(=O)OCC (ethyl acetate), ClCCl (dichloromethane). Run at time 1 hour. The product is CC1(OC2=CC=C(C=C2C(C1)O[Si](C(C)C)(C(C)C)C(C)C)N1C(=NC(=C(C1=O)CC1=CC=C(C=C1)C=1C(=CC=CC1)C#N)CCC)C)C (4′-[(1-{2,2-dimethyl-4-[(triisopropylsilyl)oxy]-3,4-dihydro-2H-chromen-6-yl}-2-methyl-6-oxo-4-propyl-1,6-dihydropyrimidin-5-yl)methyl]biphenyl-2-carbonitrile). Isolated yield 100.0%. As a reaction SMILES: [OH:1][CH:2]1[C:11]2[C:6](=[CH:7][CH:8]=[C:9]([N:12]3[C:17](=[O:18])[C:16]([CH2:19][C:20]4[CH:25]=[CH:24][C:23]([C:26]5[C:27]([C:32]#[N:33])=[CH:28][CH:29]=[CH:30][CH:31]=5)=[CH:22][CH:21]=4)=[C:15]([CH2:34][CH2:35][CH3:36])[N:14]=[C:13]3[CH3:37])[CH:10]=2)[O:5][C:4]([CH3:39])([CH3:38])[CH2:3]1.N1C(C)=CC=CC=1C.FC(F)(F)S(O[Si:54]([CH:61]([CH3:63])[CH3:62])([CH:58]([CH3:60])[CH3:59])[CH:55]([CH3:57])[CH3:56])(=O)=O>ClCCl.C(OCC)(=O)C>[CH3:39][C:4]1([CH3:38])[CH2:3][CH:2]([O:1][Si:54]([CH:61]([CH3:63])[CH3:62])([CH:58]([CH3:60])[CH3:59])[CH:55]([CH3:57])[CH3:56])[C:11]2[C:6](=[CH:7][CH:8]=[C:9]([N:12]3[C:17](=[O:18])[C:16]([CH2:19][C:20]4[CH:25]=[CH:24][C:23]([C:26]5[C:27]([C:32]#[N:33])=[CH:28][CH:29]=[CH:30][CH:31]=5)=[CH:22][CH:21]=4)=[C:15]([CH2:34][CH2:35][CH3:36])[N:14]=[C:13]3[CH3:37])[CH:10]=2)[O:5]1. Procedure details: To a solution of 4′-{[1-(4-hydroxy-2,2-dimethyl-3,4-dihydro-2H-chromen-6-yl)-2-methyl-6-oxo-4-propyl-1,6-dihydropyrimidin-5-yl]methyl}biphenyl-2-carbonitrile (3.1 g) and 2,6-lutidine (2.1 mL) in dichloromethane (30 mL) was added triisopropylsilyl trifluoromethanesulfonate (3.2 mL), and the mixture was stirred for 1 hr. The reaction mixture was diluted with ethyl acetate, washed with 5% aqueous potassium hydrogen sulfate solution and then with saturated brine, and dried over anhydrous magnesium s... Reactants: O=[N+]([O-])c1ncccc1Br, O=C([O-])[O-], CCCC[N+](CCCC)(CCCC)CCCC, CS(C)=O, [I-], [K+], [K+], N, C1COCCN1, O. The product is O=[N+]([O-])c1ncccc1N1CCOCC1. Reaction SMILES: [Br:1][c:2]1[c:3]([N+:8](=[O:9])[O-:10])[n:4][cH:5][cH:6][cH:7]1.[C:18](=[O:19])([O-:20])[O-:21].[CH2:30]([N+:31]([CH2:32][CH2:33][CH2:34][CH3:35])([CH2:36][CH2:37][CH2:38][CH3:39])[CH2:40][CH2:41][CH2:42][CH3:43])[CH2:44][CH2:45][CH3:46].[CH3:25][S:26]([CH3:27])=[O:28].[I-:29].[K+:22].[K+:23].[N:17].[O:11]1[CH2:12][CH2:13][NH:14][CH2:15][CH2:16]1.[OH2:24]>>[c:2]1([N:14]2[CH2:13][CH2:12][O:11][CH2:16][CH2:15]2)[c:3]([N+:8](=[O:9])[O-:10])[n:4][cH:5][cH:6][cH:7]1. Starting materials: CS(C)=O, COC(=O)C(OCc1ccccc1)C(C)(C)COS(=O)(=O)CCCCl, [N-]=[N+]=[N-], [Na+]. Product: COC(=O)C(OCc1ccccc1)C(C)(C)COS(=O)(=O)CCCN=[N+]=[N-]. RXN SMILES: [CH3:30][S:31](=[O:32])[CH3:33].[Cl:1][CH2:2][CH2:3][CH2:4][S:5](=[O:6])(=[O:7])[O:8][CH2:9][C:10]([CH:11]([C:12](=[O:13])[O:14][CH3:15])[O:16][CH2:17][c:18]1[cH:19][cH:20][cH:21][cH:22][cH:23]1)([CH3:24])[CH3:25].[N-:27]=[N+:28]=[N-:29].[Na+:26]>>[CH2:2]([CH2:3][CH2:4][S:5](=[O:6])(=[O:7])[O:8][CH2:9][C:10]([CH:11]([C:12](=[O:13])[O:14][CH3:15])[O:16][CH2:17][c:18]1[cH:19][cH:20][cH:21][cH:22][cH:23]1)([CH3:24])[CH3:25])[N:27]=[N+:28]=[N-:29]. Reactants: CC=1C=CN2N=CN=C(C21)SC (5-methyl-4-methylsulfanyl-pyrrolo[2,1-f][1,2,4]triazine), C1CC(=O)N(C1=O)Br (NBS), CC(C)(C#N)N=NC(C)(C)C#N (AIBN), OC1CCNCC1 (4-hydroxypiperidine), CCN(C(C)C)C(C)C (DIPEA). The solvent is C(Cl)(Cl)(Cl)Cl (carbon tetrachloride). Conditions: time 8 hour. Product: CSC1=NC=NN2C1=C(C=C2)CN2CCC(CC2)O (1-((4-(Methylthio)pyrrolo[2,1-f][1,2,4]triazin-5-yl)methyl)piperidin-4-ol). Isolated yield 73.4%. Reaction SMILES: [CH3:1][C:2]1[CH:3]=[CH:4][N:5]2[C:10]=1[C:9]([S:11][CH3:12])=[N:8][CH:7]=[N:6]2.C1C(=O)N(Br)C(=O)C1.CC(N=NC(C#N)(C)C)(C#N)C.[OH:33][CH:34]1[CH2:39][CH2:38][NH:37][CH2:36][CH2:35]1.CCN(C(C)C)C(C)C>C(Cl)(Cl)(Cl)Cl>[CH3:12][S:11][C:9]1[C:10]2=[C:2]([CH2:1][N:37]3[CH2:38][CH2:39][CH:34]([OH:33])[CH2:35][CH2:36]3)[CH:3]=[CH:4][N:5]2[N:6]=[CH:7][N:8]=1. Procedure details: A solution of 5-methyl-4-methylsulfanyl-pyrrolo[2,1-f][1,2,4]triazine (200 mg, 1.12 mmol), NBS (218 mg, 1.23 mmol), and AIBN (spatula tip) in carbon tetrachloride (4 mL) was heated at 80° C. for 1 h. After cooling to rt, the solution was filtered to remove succinimide. To the filtrate was added 4-hydroxypiperidine (126 mg, 1.34 mmol, Aldrich) and DIPEA (214 μL, 1.23 mmol). The reaction was stirred at rt overnight and was then concentrated in vacuo. The residue was suspended in methanol and filte...